Dataset: the Open Reaction Database (ORD), a public repository of structured organic reaction records. Task: describe an organic reaction: reactants, conditions, products, and yield Starting materials: CC(C)OC(=O)/N=N/C(=O)OC(C)C (DIAD), C(C)(C)(C)OC(=O)N1C[C@H]([C@H](CC1)O)COC=1N=NC(=C(C1)C1=CC=C(C=C1)OC1CCCCC1)CCCC ((±)-cis-3-[6-butyl-5-(4-cyclohexyloxy-phenyl)-pyridazin-3-yloxymethyl]-4-hydroxy-piperidine-1-carboxylic acid tert-butyl ester), C1=CC=C(C=C1)P(C2=CC=CC=C2)C3=CC=CC=C3 (PPh3), [N+](=O)([O-])C1=CC=C(C(=O)O)C=C1 (p-nitrobenzoic acid). Solvent: C1CCOC1 (THF), CCOCC (ether). The product is C(C)(C)(C)OC(=O)N1C[C@H]([C@@H](CC1)OC(C1=CC=C(C=C1)[N+](=O)[O-])=O)COC=1N=NC(=C(C1)C1=CC=C(C=C1)OC1CCCCC1)CCCC ((±)-trans-3-[6-butyl-5-(4-cyclohexyloxy-phenyl)-pyridazin-3-yloxymethyl]-4-(4-nitro-benzoyloxy)-piperidine-1-carboxylic acid tert-butyl ester). Yield: 77.5%. Reaction SMILES: [C:1]([O:5][C:6]([N:8]1[CH2:13][CH2:12][C@H:11]([OH:14])[C@H:10]([CH2:15][O:16][C:17]2[N:18]=[N:19][C:20]([CH2:36][CH2:37][CH2:38][CH3:39])=[C:21]([C:23]3[CH:28]=[CH:27][C:26]([O:29][CH:30]4[CH2:35][CH2:34][CH2:33][CH2:32][CH2:31]4)=[CH:25][CH:24]=3)[CH:22]=2)[CH2:9]1)=[O:7])([CH3:4])([CH3:3])[CH3:2].C1C=CC(P(C2C=CC=CC=2)C2C=CC=CC=2)=CC=1.[N+:59]([C:62]1[CH:70]=[CH:69][C:65]([C:66](O)=[O:67])=[CH:64][CH:63]=1)([O-:61])=[O:60].CC(OC(/N=N/C(OC(C)C)=O)=O)C>C1COCC1.CCOCC>[C:1]([O:5][C:6]([N:8]1[CH2:13][CH2:12][C@@H:11]([O:14][C:66](=[O:67])[C:65]2[CH:64]=[CH:63][C:62]([N+:59]([O-:61])=[O:60])=[CH:70][CH:69]=2)[C@H:10]([CH2:15][O:16][C:17]2[N:18]=[N:19][C:20]([CH2:36][CH2:37][CH2:38][CH3:39])=[C:21]([C:23]3[CH:24]=[CH:25][C:26]([O:29][CH:30]4[CH2:35][CH2:34][CH2:33][CH2:32][CH2:31]4)=[CH:27][CH:28]=3)[CH:22]=2)[CH2:9]1)=[O:7])([CH3:4])([CH3:3])[CH3:2]. Reported procedure: To a stirred mixture of (±)-cis-3-[6-butyl-5-(4-cyclohexyloxy-phenyl)-pyridazin-3-yloxymethyl]-4-hydroxy-piperidine-1-carboxylic acid tert-butyl ester (Example 43, 1.18 mmol, 0.64 g), PPh3 (1.43 mmol, 0.375 g) and p-nitrobenzoic acid (1.5 mmol, 0.251 g) in anhydrous THF (15 mL) at −60° C. was added DIAD (1.43 mmol. 0.289 mL) over 10 min. The stirring was continued and let the reaction slowly attain room temperature over 3 h. The reaction mixture was diluted with ether (300 mL), washed with water... Starting materials: [N+](=O)([O-])C=1C=CC(=C(C1)C1=CC=CC=C1)OCCCN1CCOCC1 (4-[3-(5-Nitro-biphenyl-2-yloxy)-propyl]-morpholine). The reagents and catalysts are [Pd] (Pd—C). Run in C(C)O (ethanol). Run at time 8 hour. The product is N1(CCOCC1)CCCOC1=CC=C(C=C1C1=CC=CC=C1)N (6-(3-morpholin-4-yl-propoxy)-biphenyl-3-ylamine). Isolated yield 46.6%. RXN SMILES: [N+:1]([C:4]1[CH:5]=[CH:6][C:7]([O:16][CH2:17][CH2:18][CH2:19][N:20]2[CH2:25][CH2:24][O:23][CH2:22][CH2:21]2)=[C:8]([C:10]2[CH:15]=[CH:14][CH:13]=[CH:12][CH:11]=2)[CH:9]=1)([O-])=O>C(O)C.[Pd]>[N:20]1([CH2:19][CH2:18][CH2:17][O:16][C:7]2[C:8]([C:10]3[CH:15]=[CH:14][CH:13]=[CH:12][CH:11]=3)=[CH:9][C:4]([NH2:1])=[CH:5][CH:6]=2)[CH2:25][CH2:24][O:23][CH2:22][CH2:21]1. Procedure details: 4-[3-(5-Nitro-biphenyl-2-yloxy)-propyl]-morpholine (u, 400 mg, 1.1 mmol) was dissolved in 10 mL ethanol and hydrogenated at 1 atm. using 10% Pd—C as a catalyst. After the reaction was allowed to stir overnight, the reaction mixture was filtered and the solvent was evaporated. The residue was purified by silica gel chromatography (eluent: 5% methanol/DCM) to afford 160 mg 6-(3-morpholin-4-yl-propoxy)-biphenyl-3-ylamine (v): m/e: 312.18, MS (ES+): 313.2. Starting materials: C(C)(C)(C)[Si](O[C@@H]1[C@@H]2CCC=C([C@]2(CCC1)C)[C@@H](CO)C)(C)C ((S)-2-[(4aR,5S,8aS)-5-(tert-butyl-dimethyl-silanyloxy)-8a-methyl-3,4,4a,5,6,7,8,8a-octahydro-naphtalen-1-yl]-propan-1-ol), C([O-])(O)=O.[Na+] (sodium bicarbonate). Reagents/catalysts: [Pd] (Pd/C). The solvent is C(C)OC(C)=O (ethylacetate). Reaction conditions: time 8 hour. The product is C(C)(C)(C)[Si](O[C@@H]1[C@@H]2CCC[C@@H]([C@]2(CCC1)C)[C@@H](CO)C)(C)C ((S)-2-[(1R,4aR,5S,8aR)-5-(tert-Butyl-dimethyl-silanyloxy)-8a-methyl-decahydro-naphtalen-1-yl]-propan-1-ol). Isolated yield 95.5%. Reaction SMILES: [C:1]([Si:5]([CH3:23])([CH3:22])[O:6][C@H:7]1[CH2:16][CH2:15][CH2:14][C@@:13]2([CH3:17])[C@H:8]1[CH2:9][CH2:10][CH:11]=[C:12]2[C@H:18]([CH3:21])[CH2:19][OH:20])([CH3:4])([CH3:3])[CH3:2].C(=O)(O)[O-].[Na+]>C(OC(=O)C)C.[Pd]>[C:1]([Si:5]([CH3:23])([CH3:22])[O:6][C@H:7]1[CH2:16][CH2:15][CH2:14][C@@:13]2([CH3:17])[C@H:8]1[CH2:9][CH2:10][CH2:11][C@@H:12]2[C@H:18]([CH3:21])[CH2:19][OH:20])([CH3:3])([CH3:4])[CH3:2] |f:1.2|. Procedure: To a solution of 2.27 g (6.7mMol) of (S)-2-[(4aR,5S,8aS)-5-(tert-butyl-dimethyl-silanyloxy)-8a-methyl-3,4,4a,5,6,7,8,8a-octahydro-naphtalen-1-yl]-propan-1-ol in 22.7 ml of ethylacetate were added 227 mg of Pd/C 10% and 227 mg of sodium bicarbonate. The reaction mixture was stirred under hydrogen atmosphere overnight, filtered over Speedex using ethylacetate for washing thoroughly and the solvent evaporated in vacuo. The residue was chromatographed over a 250 g Lobar column with hexane/ethylaceta... Starting materials: O=C1CCC(=O)N1Br, CC(C)(C)OC(=O)N1CCC(N2CCc3ccccc32)CC1, CN(C)C=O, O. The product is CC(C)(C)OC(=O)N1CCC(N2CCc3cc(Br)ccc32)CC1. As a reaction SMILES: [Br:23][N:24]1[C:25](=[O:26])[CH2:27][CH2:28][C:29]1=[O:30].[N:1]1([CH:10]2[CH2:11][CH2:12][N:13]([C:16](=[O:17])[O:18][C:19]([CH3:20])([CH3:21])[CH3:22])[CH2:14][CH2:15]2)[CH2:2][CH2:3][c:4]2[cH:5][cH:6][cH:7][cH:8][c:9]21.[O:31]=[CH:32][N:33]([CH3:34])[CH3:35].[OH2:36]>>[N:1]1([CH:10]2[CH2:11][CH2:12][N:13]([C:16](=[O:17])[O:18][C:19]([CH3:20])([CH3:21])[CH3:22])[CH2:14][CH2:15]2)[CH2:2][CH2:3][c:4]2[cH:5][c:6]([Br:23])[cH:7][cH:8][c:9]21. The reactants are O=N[O-], CC1(C)Cc2cccc(N)c2S1, [Na+], O=S(=O)([O-])[O-], O, O=S(=O)(O)O. Product: CC1(C)Cc2cccc(O)c2S1. As a reaction SMILES: [N:18]([O-:19])=[O:20].[NH2:1][c:2]1[cH:3][cH:4][cH:5][c:6]2[c:7]1[S:8][C:9]([CH3:11])([CH3:12])[CH2:10]2.[Na+:21].[O-:22][S:23](=[O:24])(=[O:25])[O-:26].[OH2:27].[S:13]([OH:14])(=[O:15])(=[O:16])[OH:17]>>[c:2]1([OH:14])[cH:3][cH:4][cH:5][c:6]2[c:7]1[S:8][C:9]([CH3:11])([CH3:12])[CH2:10]2. The reactants are C(C)(C)(C)OC(=O)N1CC(CCC1)NC1=CC(=CC=C1)C1=NC(=NC=C1)Cl (3-[3-(2-Chloro-pyrimidin-4-yl)-phenylamino]-piperidine-1-carboxylic acid tert-butyl ester), NCCC1=CC=C(C=C1)O (tyramine), 390. Product: N1CC(CCC1)NC=1C=C(C=CC1)C1=NC(=NC=C1)NCCC1=CC=C(C=C1)O (4-(2-{4-[3-(Piperidin-3-ylamino)-phenyl]-pyrimidin-2-ylamino}-ethyl)-phenol). RXN SMILES: C(OC([N:8]1[CH2:13][CH2:12][CH2:11][CH:10]([NH:14][C:15]2[CH:20]=[CH:19][CH:18]=[C:17]([C:21]3[CH:26]=[CH:25][N:24]=[C:23](Cl)[N:22]=3)[CH:16]=2)[CH2:9]1)=O)(C)(C)C.[NH2:28][CH2:29][CH2:30][C:31]1[CH:36]=[CH:35][C:34]([OH:37])=[CH:33][CH:32]=1>>[NH:8]1[CH2:13][CH2:12][CH2:11][CH:10]([NH:14][C:15]2[CH:16]=[C:17]([C:21]3[CH:26]=[CH:25][N:24]=[C:23]([NH:28][CH2:29][CH2:30][C:31]4[CH:36]=[CH:35][C:34]([OH:37])=[CH:33][CH:32]=4)[N:22]=3)[CH:18]=[CH:19][CH:20]=2)[CH2:9]1. Reported procedure: Intermediate 8 was coupled with tyramine following procedure F and the resulting product deprotected by procedure G. LC-MS showed the product had the expected M+H+ of 390. 1H NMR (Varian 300 MHz, CD3OD, shifts relative to the solvent peak at 3.3 ppm) δ 8.2 (d, 1H) 6.95-7.6 (m, 8H) 6.7 (m, 2H) 4.95 (m, 1H) 3.7-3.9 (m, 2H) 3.5 (m, 1H) 2.8-3.2 (m, 5H) 1.6-2.4 (m, 5H).